Task: describe an organic reaction: reactants, conditions, products, and yield. Dataset: the Open Reaction Database (ORD), a public repository of structured organic reaction records Reactants: CCOC(=O)c1cnc2ccc(CCC(=O)OC(C)(C)C)cn12, C1CCOC1, CO, [Li+], [OH-], O=C(O)CC(O)(CC(=O)O)C(=O)O. Yields the product CC(C)(C)OC(=O)CCc1ccc2ncc(C(=O)O)n2c1. Reaction SMILES: [C:1]([CH3:2])([CH3:3])([CH3:4])[O:5][C:6]([CH2:7][CH2:8][c:9]1[cH:10][cH:11][c:12]2[n:13]([cH:14]1)[c:15]([C:18](=[O:19])[O:20][CH2:21][CH3:22])[cH:16][n:17]2)=[O:23].[CH2:39]1[O:40][CH2:41][CH2:42][CH2:43]1.[CH3:44][OH:45].[Li+:25].[OH-:24].[OH:26][C:27]([CH2:28][C:29]([C:30](=[O:31])[OH:32])([CH2:33][C:34](=[O:35])[OH:36])[OH:37])=[O:38]>>[C:1]([CH3:2])([CH3:3])([CH3:4])[O:5][C:6]([CH2:7][CH2:8][c:9]1[cH:10][cH:11][c:12]2[n:13]([cH:14]1)[c:15]([C:18](=[O:19])[OH:20])[cH:16][n:17]2)=[O:23]. Isolated yield 110.9%. Run at temperature 40 celsius, time 2 hour. Reaction SMILES: [CH2:1]([O:8][CH2:9][C@H:10]1[CH2:12][O:11]1)[C:2]1[CH:7]=[CH:6][CH:5]=[CH:4][CH:3]=1.[OH-].[Na+].S(O)(O[CH2:19][CH2:20][NH2:21])(=O)=O>O.CO.C1(C)C=CC=CC=1>[CH2:1]([O:8][CH2:9][C@@H:10]1[O:11][CH2:19][CH2:20][NH:21][CH2:12]1)[C:2]1[CH:3]=[CH:4][CH:5]=[CH:6][CH:7]=1 |f:1.2|. Reported procedure: To a stirred mixture of (R)-2-(benzyloxymethyl)oxirane (10.0 g, 60.9 mmol) and NaOH (19.49 g, 487.2 mmol) in H2O (46 mL) and MeOH (18 mL), there was added 2-aminoethyl hydrogen sulfate (36.8 g, 255.8 mmol) in portions. After addition, the reaction mixture was stirred at 40° C. for 2 h. After cooling, the mixture was treated with NaOH (15.0 g, 375.0 mmol) then toluene (70 mL) and stirred at 65° C. overnight. The mixture was cooled, diluted with toluene (27 mL) and H2O (92 mL). The toluene layer w... Solvent: C1(=CC=CC=C1)C (toluene), O (H2O), O (H2O), CO (MeOH), C1(=CC=CC=C1)C (toluene). Product: C(C1=CC=CC=C1)OC[C@H]1CNCCO1 ((R)-2-(benzyloxymethyl)morpholine). Reactants: C(C1=CC=CC=C1)OC[C@@H]1OC1 ((R)-2-(benzyloxymethyl)oxirane), [OH-].[Na+] (NaOH), [OH-].[Na+] (NaOH), S(=O)(=O)(OCCN)O (2-aminoethyl hydrogen sulfate). Reactants: C(C)N1C(CCC1)CNC(C1=C(C=C(C(=C1)NS(=O)(=O)C)Cl)OC)=O (N-(1-ethyl-2-pyrrolidinylmethyl)-2-methoxy-4-chloro-5-methanesulfonamidobenzamide), S(=O)(=O)(OC)OC (dimethyl sulfate). The product is C(C)N1C(CCC1)CNC(C1=C(C=C(C(=C1)N(S(=O)(=O)C)C)Cl)OC)=O (N-(1-ethyl-2-pyrrolidinylmethyl)-2-methoxy-4-chloro-5-(N-methylmethanesulfonamido)benzamide), crystals. RXN SMILES: [CH2:1]([N:3]1[CH2:7][CH2:6][CH2:5][CH:4]1[CH2:8][NH:9][C:10](=[O:25])[C:11]1[CH:16]=[C:15]([NH:17][S:18]([CH3:21])(=[O:20])=[O:19])[C:14]([Cl:22])=[CH:13][C:12]=1[O:23][CH3:24])[CH3:2].S(OC)(O[CH3:30])(=O)=O>>[CH2:1]([N:3]1[CH2:7][CH2:6][CH2:5][CH:4]1[CH2:8][NH:9][C:10](=[O:25])[C:11]1[CH:16]=[C:15]([N:17]([CH3:30])[S:18]([CH3:21])(=[O:20])=[O:19])[C:14]([Cl:22])=[CH:13][C:12]=1[O:23][CH3:24])[CH3:2]. Procedure details: Using N-(1-ethyl-2-pyrrolidinylmethyl)-2-methoxy-4-chloro-5-methanesulfonamidobenzamide and dimethyl sulfate, the reaction is effected as in Example 5, whereby N-(1-ethyl-2-pyrrolidinylmethyl)-2-methoxy-4-chloro-5-(N-methylmethanesulfonamido)benzamide is obtained as crystals melting at 140.5° to 142° C.